This data is from the Open Reaction Database (ORD), a public repository of structured organic reaction records. The task is: describe an organic reaction: reactants, conditions, products, and yield The reactants are O=C([O-])[O-], CN1CCNCC1, COC(=O)c1cc(OC)c2cc(F)cc(Br)c2n1, Cc1ccccc1, [Cs+], [Cs+]. Yields the product COC(=O)c1cc(OC)c2cc(F)cc(N3CCN(C)CC3)c2n1. As a reaction SMILES: [C:26](=[O:27])([O-:28])[O-:29].[CH3:19][N:20]1[CH2:21][CH2:22][NH:23][CH2:24][CH2:25]1.[CH3:1][O:2][C:3](=[O:4])[c:5]1[n:6][c:7]2[c:8]([Br:18])[cH:9][c:10]([F:17])[cH:11][c:12]2[c:13]([O:15][CH3:16])[cH:14]1.[CH3:32][c:33]1[cH:34][cH:35][cH:36][cH:37][cH:38]1.[Cs+:30].[Cs+:31]>>[CH3:1][O:2][C:3](=[O:4])[c:5]1[n:6][c:7]2[c:8]([N:23]3[CH2:22][CH2:21][N:20]([CH3:19])[CH2:25][CH2:24]3)[cH:9][c:10]([F:17])[cH:11][c:12]2[c:13]([O:15][CH3:16])[cH:14]1. Starting materials: BrC1=NC=CC(=C1)C1=CC=CC=C1 (2-Bromo-4-phenylpyridine), NC1=NC=CC=C1 (2-aminopyridine), CC(C)([O-])C.[K+] (potassium tert-butoxide), (±)-BINAP, ( g ). The reagents and catalysts are C=1C=CC(=CC1)/C=C/C(=O)/C=C/C2=CC=CC=C2.C=1C=CC(=CC1)/C=C/C(=O)/C=C/C2=CC=CC=C2.C=1C=CC(=CC1)/C=C/C(=O)/C=C/C2=CC=CC=C2.[Pd].[Pd] (Pd2(dba)3). The solvent is C1(=CC=CC=C1)C (toluene), C(Cl)Cl (CH2Cl2). Conditions: time 17 hour. Yields the product C1(=CC=CC=C1)C1=CC(=NC=C1)NC1=NC=CC=C1 ((4-Phenyl-pyridin-2-yl)-pyridin-2-yl-amine). Isolated yield 62.2%. Reaction SMILES: Br[C:2]1[CH:7]=[C:6]([C:8]2[CH:13]=[CH:12][CH:11]=[CH:10][CH:9]=2)[CH:5]=[CH:4][N:3]=1.[NH2:14][C:15]1[CH:20]=[CH:19][CH:18]=[CH:17][N:16]=1.CC(C)([O-])C.[K+]>C1(C)C=CC=CC=1.C(Cl)Cl.C1C=CC(/C=C/C(/C=C/C2C=CC=CC=2)=O)=CC=1.C1C=CC(/C=C/C(/C=C/C2C=CC=CC=2)=O)=CC=1.C1C=CC(/C=C/C(/C=C/C2C=CC=CC=2)=O)=CC=1.[Pd].[Pd]>[C:8]1([C:6]2[CH:5]=[CH:4][N:3]=[C:2]([NH:14][C:15]3[CH:20]=[CH:19][CH:18]=[CH:17][N:16]=3)[CH:7]=2)[CH:13]=[CH:12][CH:11]=[CH:10][CH:9]=1 |f:2.3,6.7.8.9.10|. Reported procedure: 2-Bromo-4-phenylpyridine (280 mg, 1.19 mmol), 2-aminopyridine (124 mg, 1.31 mmol), potassium tert-butoxide (201 mg, 1.79 mmol), (±)-BINAP (3 mg, 0.05 mmol) and Pd2(dba)3 (2.7 mg, 0.03 mmol) were stirred in toluene (2.5 mL) at 90° C. under Ar(g). After 17 h stirring, the reaction mixture was diluted with CH2Cl2 (2.5 mL) and silica was added. The solvent was removed under reduced pressure and the resulting dry loaded material purified by silica gel column chromatography, eluting with CH2Cl2/MeOH (... Reactants: BrB(Br)Br, COc1ccc2c(c1)C1(COC(N)=N1)c1cc(Br)ccc1O2, ClCCl. Yields the product NC1=NC2(CO1)c1cc(O)ccc1Oc1ccc(Br)cc12. RXN SMILES: [B:23]([Br:24])([Br:25])[Br:26].[Br:1][c:2]1[cH:3][c:4]2[c:5]([cH:6][cH:7]1)[O:8][c:9]1[cH:10][cH:11][c:12]([O:21][CH3:22])[cH:13][c:14]1[C:15]21[N:16]=[C:17]([NH2:20])[O:18][CH2:19]1.[Cl:27][CH2:28][Cl:29]>>[Br:1][c:2]1[cH:3][c:4]2[c:5]([cH:6][cH:7]1)[O:8][c:9]1[cH:10][cH:11][c:12]([OH:21])[cH:13][c:14]1[C:15]21[N:16]=[C:17]([NH2:20])[O:18][CH2:19]1. The reactants are CCOC(=O)CBr, OCCOCc1ccccc1, CN(C)C=O, [Cl-], [H-], [Na+], [Na+]. Yields the product CCOC(=O)COCCOCc1ccccc1. RXN SMILES: [Br:14][CH2:15][C:16](=[O:17])[O:18][CH2:19][CH3:20].[CH2:1]([c:2]1[cH:3][cH:4][cH:5][cH:6][cH:7]1)[O:8][CH2:9][CH2:10][OH:11].[CH3:23][N:24]([CH3:25])[CH:26]=[O:27].[Cl-:22].[H-:12].[Na+:13].[Na+:21]>>[CH2:1]([c:2]1[cH:3][cH:4][cH:5][cH:6][cH:7]1)[O:8][CH2:9][CH2:10][O:11][CH2:15][C:16](=[O:17])[O:18][CH2:19][CH3:20]. The reactants are ClCCl, CN(C)C1CCCCC1O, CCO, CS(=O)(=O)O, Cl, [Na+], [Na+], N#C[Na], O=C([O-])[O-]. Yields the product CN(C)C1CCCCC1C#N. As a reaction SMILES: [CH2:29]([Cl:30])[Cl:31].[CH3:12][N:13]([CH:14]1[CH:15]([OH:20])[CH2:16][CH2:17][CH2:18][CH2:19]1)[CH3:21].[CH3:1][CH2:2][OH:3].[CH3:7][S:8]([OH:9])(=[O:10])=[O:11].[ClH:28].[Na+:22].[Na+:23].[Na:4][C:5]#[N:6].[O-:24][C:25](=[O:26])[O-:27]>>[C:5](#[N:6])[CH:15]1[CH:14]([N:13]([CH3:12])[CH3:21])[CH2:19][CH2:18][CH2:17][CH2:16]1. Reactants: C(C1=CC=CC=C1)OC1=C(N=C2N(C1=O)CCN(C2(C)C)CC(=O)[O-])C(=O)NCC2=CC=C(C=C2)F.[Li+] (lithium (3-(benzyloxy)-2-{[(4-fluorobenzyl)amino]carbonyl}-9,9-dimethyl-4-oxo-4,6,7,9-tetrahydro-8H-pyrazino[1,2-a]pyrimidin-8-yl)acetate), C(CCl)Cl (EDC), C=1C=CC2=C(C1)N=NN2O (HOBt). Reagents/catalysts: [Hg](OC(=O)C)OC(=O)C (Hg(OAc)2). Run in C(Cl)(Cl)Cl (CHCl3), C(C#C)N (propargylamine). Run at time 3 hour. Product: FC1=CC=C(CNC(=O)C=2N=C3N(C(C2O)=O)CCN(C3(C)C)CC=3OC(=CN3)C)C=C1 (N-(4-Fluorobenzyl)-3-hydroxy-9,9-dimethyl-8-[(5-methyl-1,3-oxazol-2-yl)methyl]-4-oxo-6,7,8,9-tetrahydro-4H-pyrazino[1,2-a]pyrimidine-2-carboxamide). As a reaction SMILES: C([O:8][C:9]1[C:14](=[O:15])[N:13]2[CH2:16][CH2:17][N:18]([CH2:22][C:23]([O-:25])=O)[C:19]([CH3:21])([CH3:20])[C:12]2=[N:11][C:10]=1[C:26]([NH:28][CH2:29][C:30]1[CH:35]=[CH:34][C:33]([F:36])=[CH:32][CH:31]=1)=[O:27])C1C=CC=CC=1.[Li+].C(Cl)CCl.C1C=[CH:44][C:45]2N(O)N=[N:48][C:46]=2C=1>C(Cl)(Cl)Cl.C(N)C#C.[Hg](OC(C)=O)OC(C)=O>[F:36][C:33]1[CH:34]=[CH:35][C:30]([CH2:29][NH:28][C:26]([C:10]2[N:11]=[C:12]3[C:19]([CH3:21])([CH3:20])[N:18]([CH2:22][C:23]4[O:25][C:45]([CH3:44])=[CH:46][N:48]=4)[CH2:17][CH2:16][N:13]3[C:14](=[O:15])[C:9]=2[OH:8])=[O:27])=[CH:31][CH:32]=1 |f:0.1|. Procedure: To a solution of lithium (3-(benzyloxy)-2-{[(4-fluorobenzyl)amino]carbonyl}-9,9-dimethyl-4-oxo-4,6,7,9-tetrahydro-8H-pyrazino[1,2-a]pyrimidin-8-yl)acetate (1 eq.) in CHCl3, propargylamine (1.1), EDC (2 eq.) and HOBt (2 eq.) were added and the reaction mixture was stirred at room temperature for 3 hours. The solvent was removed under reduced pressure and the residue was taken up in EtOAc, washed with brine, dried (Na2SO4), and concentrated under reduced pressure. The resulting crude was directly ... Reactants: ClC=1C=C2C(=NC1)N(C=C2C2=NC=C(C(=N2)N[C@@H]2C[C@]1(CN(C(O1)=O)C)CCC2)F)S(=O)(=O)C2=CC=C(C)C=C2 ((5S,7S)-7-(2-(5-chloro-1-tosyl-1H-pyrrolo[2,3-b]pyridin-3-yl)-5-fluoropyrimidin-4-ylamino)-3-methyl-1-oxa-3-azaspiro[4.5]decan-2-one), ClC=1C=C2C(=NC1)N(C=C2C2=NC=C(C(=N2)N[C@@H]2C[C@]1(CN(C(O1)=O)C)CCC2)F)S(=O)(=O)C2=CC=C(C)C=C2 ((5S,7S)-7-(2-(5-chloro-1-tosyl-1H-pyrrolo[2,3-b]pyridin-3-yl)-5-fluoropyrimidin-4-ylamino)-3-methyl-1-oxa-3-azaspiro[4.5]decan-2-one), C[O-].[Na+] (NaOMe). Run in CO (MeOH). Reaction conditions: time 30 minute. Product: ClC=1C=C2C(=NC1)NC=C2C2=NC=C(C(=N2)N[C@@H]2C[C@]1(CN(C(O1)=O)C)CCC2)F ((5S,7S)-7-(2-(5-chloro-1H-pyrrolo[2,3-b]pyridin-3-yl)-5-fluoropyrimidin-4-ylamino)-3-methyl-1-oxa-3-azaspiro[4.5]decan-2-one). RXN SMILES: [Cl:1][C:2]1[CH:3]=[C:4]2[C:10]([C:11]3[N:16]=[C:15]([NH:17][C@H:18]4[CH2:29][CH2:28][CH2:27][C@:20]5([O:24][C:23](=[O:25])[N:22]([CH3:26])[CH2:21]5)[CH2:19]4)[C:14]([F:30])=[CH:13][N:12]=3)=[CH:9][N:8](S(C3C=CC(C)=CC=3)(=O)=O)[C:5]2=[N:6][CH:7]=1.C[O-].[Na+]>CO>[Cl:1][C:2]1[CH:3]=[C:4]2[C:10]([C:11]3[N:16]=[C:15]([NH:17][C@H:18]4[CH2:29][CH2:28][CH2:27][C@:20]5([O:24][C:23](=[O:25])[N:22]([CH3:26])[CH2:21]5)[CH2:19]4)[C:14]([F:30])=[CH:13][N:12]=3)=[CH:9][NH:8][C:5]2=[N:6][CH:7]=1 |f:1.2|. Procedure details: To a solution of (5S,7S)-7-(2-(5-chloro-1-tosyl-1H-pyrrolo[2,3-b]pyridin-3-yl)-5-fluoropyrimidin-4-ylamino)-3-methyl-1-oxa-3-azaspiro[4.5]decan-2-one, 63d, (0.035 g, 0.060 mmol) in MeOH (2 mL) was added NaOMe (2 mL of 25% w/v, 9.255 mmol). The mixture was stirred for 30 min then concentrated in vacuo and purified by reverse phase HPLC (Water/HCl:MeOH). Pure fractions were combined and concentrated in vacuo to afford product 971 as the HCl salt. The reactants are CC(C)(C)c1ccc(O)c(C#N)c1, CI, CCO, [Na]. The product is COc1ccc(C(C)(C)C)cc1C#N. RXN SMILES: [C:1]([CH3:2])([CH3:3])([CH3:4])[c:5]1[cH:6][cH:7][c:8]([OH:13])[c:9]([C:10]#[N:11])[cH:12]1.[CH3:15][I:16].[CH3:17][CH2:18][OH:19].[Na:14]>>[C:1]([CH3:2])([CH3:3])([CH3:4])[c:5]1[cH:6][cH:7][c:8]([O:13][CH3:15])[c:9]([C:10]#[N:11])[cH:12]1. Reactants: BrC=1C=CC(=NC1)N1C(OC(C1)COC)=O (3-(5-bromo-pyridin-2-yl)-5-methoxymethyl-oxazolidin-2-one), C[Sn](C1=CCC2(OCCO2)CC1)(C)C (8-trimethylstannyl-1,4-dioxa-spiro[4,5]dec-7-ene), C(C)(=O)OCC (ethyl acetate), [F-].[K+] (potassium fluoride). The reagents and catalysts are Cl[Pd]([P](C1=CC=CC=C1)(C2=CC=CC=C2)C3=CC=CC=C3)([P](C4=CC=CC=C4)(C5=CC=CC=C5)C6=CC=CC=C6)Cl (bis(triphenylphosphine)palladium(II) dichloride). The solvent is O1CCCC1 (tetrahydrofuran). Reaction conditions: time 18 hour. Product: O1CCOC12CC=C(CC2)C=2C=CC(=NC2)N2C(OC(C2)COC)=O ((RS)-3-[5-(1,4-dioxa-spiro[4,5]dec-7-en-8-yl)-pyridin-2-yl]-5-methoxymethyl-oxazolidin-2-one). The yield is 37.5%. RXN SMILES: Br[C:2]1[CH:3]=[CH:4][C:5]([N:8]2[CH2:12][CH:11]([CH2:13][O:14][CH3:15])[O:10][C:9]2=[O:16])=[N:6][CH:7]=1.C[Sn](C)(C)[C:19]1[CH2:28][CH2:27][C:22]2([O:26][CH2:25][CH2:24][O:23]2)[CH2:21][CH:20]=1.C(OCC)(=O)C.[F-].[K+]>O1CCCC1.Cl[Pd](Cl)([P](C1C=CC=CC=1)(C1C=CC=CC=1)C1C=CC=CC=1)[P](C1C=CC=CC=1)(C1C=CC=CC=1)C1C=CC=CC=1>[O:23]1[C:22]2([CH2:27][CH2:28][C:19]([C:2]3[CH:3]=[CH:4][C:5]([N:8]4[CH2:12][CH:11]([CH2:13][O:14][CH3:15])[O:10][C:9]4=[O:16])=[N:6][CH:7]=3)=[CH:20][CH2:21]2)[O:26][CH2:25][CH2:24]1 |f:3.4,^1:46,65|. Procedure: A suspension of 1.4 g of 3-(5-bromo-pyridin-2-yl)-5-methoxymethyl-oxazolidin-2-one, 1.4 g of 8-trimethylstannyl-1,4-dioxa-spiro[4,5]dec-7-ene and 0.3 of bis(triphenylphosphine)palladium(II) dichloride in 20 ml of tetrahydrofuran was stirred at 70° under argon for 18 h. Then, the mixture was cooled, treated with 150 ml of ethyl acetate and 150 ml of saturated potassium fluoride solution and stirred for 30 minutes. The mixture was filtered over a Celite® pad, the phases were separated and the aque...